describe an organic reaction: reactants, conditions, products, and yield From a dataset of the Open Reaction Database (ORD), a public repository of structured organic reaction records. Reactants: O=C(Cl)c1cccc(Cl)c1, O=C1C(=O)c2ccc(-c3cccnc3)cc2C2=C1SCC1(CCNCC1)O2. The product is O=C1C(=O)c2ccc(-c3cccnc3)cc2C2=C1SCC1(CCN(C(=O)c3cccc(Cl)c3)CC1)O2. As a reaction SMILES: [Cl:28][c:29]1[cH:30][c:31]([C:32](=[O:33])[Cl:34])[cH:35][cH:36][cH:37]1.[n:1]1[cH:2][c:3](-[c:7]2[cH:8][cH:9][c:10]3[c:24]([cH:25]2)[C:14]2=[C:13]([C:12](=[O:26])[C:11]3=[O:27])[S:18][CH2:17][C:16]3([O:15]2)[CH2:19][CH2:20][NH:21][CH2:22][CH2:23]3)[cH:4][cH:5][cH:6]1>>[n:1]1[cH:2][c:3](-[c:7]2[cH:8][cH:9][c:10]3[c:24]([cH:25]2)[C:14]2=[C:13]([C:12](=[O:26])[C:11]3=[O:27])[S:18][CH2:17][C:16]3([O:15]2)[CH2:19][CH2:20][N:21]([C:32]([c:31]2[cH:30][c:29]([Cl:28])[cH:37][cH:36][cH:35]2)=[O:33])[CH2:22][CH2:23]3)[cH:4][cH:5][cH:6]1.